Dataset: the Open Reaction Database (ORD), a public repository of structured organic reaction records. Task: describe an organic reaction: reactants, conditions, products, and yield The reactants are C1OC=2C=C(CC(CN)CCCC)C=CC2O1 (2-(3,4-methylenedioxybenzyl)hexylamine), C(C)(C)C1=C(C(=CC=C1)C(C)C)N=C=O (2,6-diisopropylphenyl isocyanate). The solvent is CCCCCC (hexane). Reaction conditions: time 3 hour. Product: C1OC=2C=C(CC(CNC(=O)NC3=C(C=CC=C3C(C)C)C(C)C)CCCC)C=CC2O1 (1-(2-(3,4-methylenedioxybenzyl)hexyl)-3-(2,6-diisopropylphenyl)urea). Yield: 60.0%. As a reaction SMILES: [CH2:1]1[O:17][C:16]2[CH:15]=[CH:14][C:5]([CH2:6][CH:7]([CH2:10][CH2:11][CH2:12][CH3:13])[CH2:8][NH2:9])=[CH:4][C:3]=2[O:2]1.[CH:18]([C:21]1[CH:26]=[CH:25][CH:24]=[C:23]([CH:27]([CH3:29])[CH3:28])[C:22]=1[N:30]=[C:31]=[O:32])([CH3:20])[CH3:19]>CCCCCC>[CH2:1]1[O:17][C:16]2[CH:15]=[CH:14][C:5]([CH2:6][CH:7]([CH2:10][CH2:11][CH2:12][CH3:13])[CH2:8][NH:9][C:31]([NH:30][C:22]3[C:21]([CH:18]([CH3:19])[CH3:20])=[CH:26][CH:25]=[CH:24][C:23]=3[CH:27]([CH3:29])[CH3:28])=[O:32])=[CH:4][C:3]=2[O:2]1. Procedure details: To 1.01 g (4.33 mmol) of 2-(3,4-methylenedioxybenzyl)hexylamine, was added 9.2 ml of a hexane solution (0.47 mmol/l) of 2,6-diisopropylphenyl isocyanate and stirred for 3 hours. The reaction solution was concentrated and then purified by silica gel column chromatography (developed with hexane/ethyl acetate=2/1) to obtain 1.13 g of 1-(2-(3,4-methylenedioxybenzyl)hexyl)-3-(2,6-diisopropylphenyl)urea as amorphous solid (yield: 60%). Starting materials: N1(CCCC1)CC#C[C@@H]1N(CCC1)C(=O)OC(C)(C)C ((R)-t-Butyl 2-[3-(1-pyrrolidinyl)-1-propynyl]-1-pyrrolidinecarboxylate). Solvent: Cl (HCl). Run at time 2 hour. Product: N1[C@H](CCC1)C#CCN1CCCC1 ((R)-1-[3-(2-pyrrolidinyl)-2-propynyl]pyrrolidine). The yield is 136.6%. As a reaction SMILES: [N:1]1([CH2:6][C:7]#[C:8][C@H:9]2[CH2:13][CH2:12][CH2:11][N:10]2C(OC(C)(C)C)=O)[CH2:5][CH2:4][CH2:3][CH2:2]1>Cl>[NH:10]1[CH2:11][CH2:12][CH2:13][C@@H:9]1[C:8]#[C:7][CH2:6][N:1]1[CH2:5][CH2:4][CH2:3][CH2:2]1. Procedure details: (R)-t-Butyl 2-[3-(1-pyrrolidinyl)-1-propynyl]-1-pyrrolidinecarboxylate (11.06 g, 0.039 mol) was dissolved in methanolic HCl (200 mL) and stirred at room temperature for 2 hr. The reaction was evaporated under house and high vacuum to give a beige solid which was recrystallized from methanol:ether to give 9.5 g of product. The analytical sample was recrystallized from methanol:ether; m.p. 214°-216° C. [α]D +21° (c 0.55, MeOH). The reactants are Cl (HCl), COC(CCC1=CC=C(C=C1)N(S(=O)(=O)C1=C(C=C(C=C1C)C)C)CC1=CC(=CC=C1)O)=O (3-{4-[(3-hydroxy-benzyl)-(2,4,6-trimethyl-benzenesulfonyl)-amino]-phenyl}-propionic acid methyl ester), [OH-].[Na+] (sodium hydroxide). The solvent is O (water), O1CCCC1 (tetrahydrofuran), O (water). Reaction conditions: time 24 hour. The product is OC=1C=C(CN(C2=CC=C(C=C2)CCC(=O)O)S(=O)(=O)C2=C(C=C(C=C2C)C)C)C=CC1 (3-{4-[(3-hydroxy-benzyl)-(2,4,6-trimethyl-benzenesulfonyl)-amino]-phenyl}-propionic acid). The yield is 82.7%. Reaction SMILES: C[O:2][C:3](=[O:33])[CH2:4][CH2:5][C:6]1[CH:11]=[CH:10][C:9]([N:12]([CH2:25][C:26]2[CH:31]=[CH:30][CH:29]=[C:28]([OH:32])[CH:27]=2)[S:13]([C:16]2[C:21]([CH3:22])=[CH:20][C:19]([CH3:23])=[CH:18][C:17]=2[CH3:24])(=[O:15])=[O:14])=[CH:8][CH:7]=1.[OH-].[Na+].Cl>O1CCCC1.O>[OH:32][C:28]1[CH:27]=[C:26]([CH:31]=[CH:30][CH:29]=1)[CH2:25][N:12]([S:13]([C:16]1[C:17]([CH3:24])=[CH:18][C:19]([CH3:23])=[CH:20][C:21]=1[CH3:22])(=[O:15])=[O:14])[C:9]1[CH:10]=[CH:11][C:6]([CH2:5][CH2:4][C:3]([OH:33])=[O:2])=[CH:7][CH:8]=1 |f:1.2|. Procedure details: To a solution of 3-{4-[(3-hydroxy-benzyl)-(2,4,6-trimethyl-benzenesulfonyl)-amino]-phenyl}-propionic acid methyl ester (0.017 g, 0.04 mmol) in 0.5 mL tetrahydrofuran was added sodium hydroxide (0.004 g, 0.11 mmol) in 0.1 mL water. The reaction was stirred at room temperature for 24 hr. The reaction mixture was adjusted to a pH of 4 with 1N HCl and water was added. The aqueous solution was washed with methylene chloride and the organic layer was concentrated to afford 0.015 g of 3-{4-[(3-hydroxy-... The reactants are COc1ccc(OC)c(C=O)c1, CC(=O)[O-], CC(=O)OC(C)=O, [Na+], O=C1CNC(=O)N1, O. Yields the product COc1ccc(OC)c(C=C2NC(=O)NC2=O)c1. RXN SMILES: [CH3:1][O:2][c:3]1[c:4]([CH:5]=[O:6])[cH:7][c:8]([O:11][CH3:12])[cH:9][cH:10]1.[CH3:21][C:22](=[O:23])[O-:24].[CH3:26][C:27]([O:28][C:29](=[O:30])[CH3:31])=[O:32].[Na+:20].[O:13]=[C:14]1[CH2:15][NH:16][C:17](=[O:18])[NH:19]1.[OH2:25]>>[CH3:1][O:2][c:3]1[c:4]([CH:5]=[C:15]2[C:14](=[O:13])[NH:19][C:17](=[O:18])[NH:16]2)[cH:7][c:8]([O:11][CH3:12])[cH:9][cH:10]1. The reactants are [N+](=O)([O-])C1=NN(N=C1)CC=1SC=C(N1)C(C)=O (1-(2-((4-nitro-2H-1,2,3-triazol-2-yl)methyl)thiazol-4-yl)ethanone), [NH4+].[Cl-] (NH4Cl), N#N (N2). Reagents/catalysts: [Fe] (iron). Solvent: CCO (EtOH), O (water). Run at temperature 85 celsius, time 20 minute. Product: NC1=NN(N=C1)CC=1SC=C(N1)C(C)=O (1-(2-((4-Amino-2H-1,2,3-triazol-2-yl)methyl)thiazol-4-yl)ethanone). As a reaction SMILES: N#N.[N+:3]([C:6]1[CH:10]=[N:9][N:8]([CH2:11][C:12]2[S:13][CH:14]=[C:15]([C:17](=[O:19])[CH3:18])[N:16]=2)[N:7]=1)([O-])=O.[NH4+].[Cl-]>CCO.O.[Fe]>[NH2:3][C:6]1[CH:10]=[N:9][N:8]([CH2:11][C:12]2[S:13][CH:14]=[C:15]([C:17](=[O:19])[CH3:18])[N:16]=2)[N:7]=1 |f:2.3|. Procedure: In a flame dried round-bottomed flask equipped with a magnetic stir bar and under inert atmosphere (N2), a mixture of 1-(2-((4-nitro-2H-1,2,3-triazol-2-yl)methyl)thiazol-4-yl)ethanone (343 mg, 1.35 mmol), iron powder (229 mg, 4.06 mmol) and NH4Cl (366 mg, 6.77 mmol) in a mixture of EtOH (6.0 mL) and water (3.0 mL) was stirred at 85° C. for 20 min. The reaction mixture was filtered while hot and concentrated under reduced pressure. CH2Cl2 (20 mL) was added followed by water (20 mL). The aq. layer... Reactants: CCOC(=O)COc1ccc(NC(=O)N2CCC(C(=O)OC(C)(C)C)(C3CCNCC3)CC2)c(C)c1, C1CCOC1, CO, [Li+], [OH-], O. Product: Cc1cc(OCC(=O)O)ccc1NC(=O)N1CCC(C(=O)OC(C)(C)C)(C2CCNCC2)CC1. Reaction SMILES: [CH2:1]([CH3:2])[O:3][C:4]([CH2:5][O:6][c:7]1[cH:8][c:9]([CH3:35])[c:10]([NH:13][C:14](=[O:15])[N:16]2[CH2:17][CH2:18][C:19]([CH:22]3[CH2:23][CH2:24][NH:25][CH2:26][CH2:27]3)([C:28](=[O:29])[O:30][C:31]([CH3:32])([CH3:33])[CH3:34])[CH2:20][CH2:21]2)[cH:11][cH:12]1)=[O:36].[CH2:40]1[O:41][CH2:42][CH2:43][CH2:44]1.[CH3:45][OH:46].[Li+:38].[OH-:37].[OH2:39]>>[O:3]=[C:4]([CH2:5][O:6][c:7]1[cH:8][c:9]([CH3:35])[c:10]([NH:13][C:14](=[O:15])[N:16]2[CH2:17][CH2:18][C:19]([CH:22]3[CH2:23][CH2:24][NH:25][CH2:26][CH2:27]3)([C:28](=[O:29])[O:30][C:31]([CH3:32])([CH3:33])[CH3:34])[CH2:20][CH2:21]2)[cH:11][cH:12]1)[OH:36]. Reactants: [Na] (sodium), CO (methanol), ClC1=NC(=NC(=N1)NC1CC1)NC(C)C (2-chloro-4-(cyclopropylamino)-6-(1-methylethylamino)-1,3,5-triazine). Product: COC1=NC(=NC(=N1)NC1CC1)NC(C)C (2-methoxy-4-(cyclopropylamino)-6-(1-methylethylamino)-1,3,5-triazine). As a reaction SMILES: [Na].Cl[C:3]1[N:8]=[C:7]([NH:9][CH:10]2[CH2:12][CH2:11]2)[N:6]=[C:5]([NH:13][CH:14]([CH3:16])[CH3:15])[N:4]=1.[CH3:17][OH:18]>>[CH3:17][O:18][C:3]1[N:8]=[C:7]([NH:9][CH:10]2[CH2:12][CH2:11]2)[N:6]=[C:5]([NH:13][CH:14]([CH3:16])[CH3:15])[N:4]=1 |^1:0|. Procedure details: 2.1 g of sodium was added in portions to 400 ml of stirred anhydrous methanol. The solution was allowed to cool to room temperature, then 16.5 g of 9B was added and the mixture was refluxed for 2 hours. The solvent was evaporated, and the residue was washed with water, then extracted with ether. The extract phase was dried (MgSO4) and stripped of solvent to give 2-methoxy-4-(cyclopropylamino)-6-(1-methylethylamino)-1,3,5-triazine (13A). Starting materials: C(C)(C)(C)NS(=O)(=O)C1=CC(=CC=C1)C1=CC=C2C=NC(=NN21)O (N-tert-butyl-3-(2-hydroxy-pyrrolo[2,1-f][1,2,4]triazin-7-yl)-benzenesulfonamide), NC1=CC=C(C=C1)C1C(N(CCN1C)C)=O (3-(4-amino-phenyl)-1,4-dimethyl-piperazin-2-one). Product: C(C)(C)(C)NS(=O)(=O)C1=CC(=CC=C1)C1=CC=C2C=NC(=NN21)NC2=CC=C(C=C2)C2N(CCN(C2=O)C)C (N-tert-Butyl-3-{2-[4-(1,4-dimethyl-3-oxo-piperazin-2-yl)-phenylamino]-pyrrolo[2,1-f][1,2,4]triazin-7-yl}-benzenesulfonamide), foam. The yield is 56.0%. Reaction SMILES: [C:1]([NH:5][S:6]([C:9]1[CH:14]=[CH:13][CH:12]=[C:11]([C:15]2[N:23]3[C:18]([CH:19]=[N:20][C:21](O)=[N:22]3)=[CH:17][CH:16]=2)[CH:10]=1)(=[O:8])=[O:7])([CH3:4])([CH3:3])[CH3:2].[NH2:25][C:26]1[CH:31]=[CH:30][C:29]([CH:32]2[N:37]([CH3:38])[CH2:36][CH2:35][N:34]([CH3:39])[C:33]2=[O:40])=[CH:28][CH:27]=1>>[C:1]([NH:5][S:6]([C:9]1[CH:14]=[CH:13][CH:12]=[C:11]([C:15]2[N:23]3[C:18]([CH:19]=[N:20][C:21]([NH:25][C:26]4[CH:27]=[CH:28][C:29]([CH:32]5[C:33](=[O:40])[N:34]([CH3:39])[CH2:35][CH2:36][N:37]5[CH3:38])=[CH:30][CH:31]=4)=[N:22]3)=[CH:17][CH:16]=2)[CH:10]=1)(=[O:7])=[O:8])([CH3:3])([CH3:2])[CH3:4]. Reported procedure: N-tert-Butyl-3-{2-[4-(1,4-dimethyl-3-oxo-piperazin-2-yl)-phenylamino]-pyrrolo[2,1-f][1,2,4]triazin-7-yl}-benzenesulfonamide was prepared from N-tert-butyl-3-(2-hydroxy-pyrrolo[2,1-f][1,2,4]triazin-7-yl)-benzenesulfonamide and 3-(4-amino-phenyl)-1,4-dimethyl-piperazin-2-one in an analogous manner to Example 1052a. Product isolated as an orange foam (90 mg, 56%). LCMS (m/e) 548 (M+H); 1H-NMR (CDCl3, 400 MHz) δ 8.97 (s, 1H), 8.74 (s, 1H), 8.21 (d, 1H, J=7.9 Hz), 7.89 (d, 1H, J=7.8 Hz), 7.64-7.54 (m... Reactants: C(C)(=O)O[BH-](OC(C)=O)OC(C)=O.[Na+] (Sodium triacetoxyborohydride), CNCCC1=CC=C(OC2=CC=C(C=C2)O)C=C1 (4-[4-(2-Methylamino-ethyl)-phenoxy]-phenol), C(C1=CC=CC=C1)=O (benzaldehyde), C(C)(=O)O (acetic acid). The solvent is ClCCCl (1,2-dichloroethane). Yields the product C(C1=CC=CC=C1)N(CCC1=CC=C(OC2=CC=C(C=C2)O)C=C1)C (4-{4-[2-(benzyl-methyl-amino)-ethyl]-phenoxy}-phenol). The yield is 58.0%. As a reaction SMILES: C(O[BH-](OC(=O)C)OC(=O)C)(=O)C.[Na+].[CH3:15][NH:16][CH2:17][CH2:18][C:19]1[CH:32]=[CH:31][C:22]([O:23][C:24]2[CH:29]=[CH:28][C:27]([OH:30])=[CH:26][CH:25]=2)=[CH:21][CH:20]=1.[CH:33](=O)[C:34]1[CH:39]=[CH:38][CH:37]=[CH:36][CH:35]=1.C(O)(=O)C>ClCCCl>[CH2:33]([N:16]([CH3:15])[CH2:17][CH2:18][C:19]1[CH:20]=[CH:21][C:22]([O:23][C:24]2[CH:29]=[CH:28][C:27]([OH:30])=[CH:26][CH:25]=2)=[CH:31][CH:32]=1)[C:34]1[CH:39]=[CH:38][CH:37]=[CH:36][CH:35]=1 |f:0.1|. Procedure details: Sodium triacetoxyborohydride (131 mg, 0.62 mmol) was added to a solution of 4-[4-(2-Methylamino-ethyl)-phenoxy]-phenol (75 mg, 0.31 mmol), benzaldehyde (34 mg, 0.32 mmol), acetic acid (19 mg, 0.32 mmol), and 1,2-dichloroethane (5 mL). Stirred the reaction at room temperature overnight, quenched with a pH=10 buffer, then extracted with dichloromethane (3×25 mL). The combined dichloromethane extracts were dried over sodium chloride/magnesium sulfate, filtered, and concentrated on a rotary evaporat... Starting materials: CC(C)([O-])C.[K+] (Potassium t-butoxide), ClC(C#N)(Cl)Cl (trichloroacetonitrile). Run in C(C)OCC (diethyl ether), C(C)OCC (diethyl ether), hexanes. The product is ClC(C(OC(C)(C)C)=N)(Cl)Cl (t-Butyl trichloroacetimidate). As a reaction SMILES: [CH3:1][C:2]([CH3:5])([O-:4])[CH3:3].[K+].[Cl:7][C:8]([Cl:12])([Cl:11])[C:9]#[N:10]>C(OCC)C>[Cl:7][C:8]([Cl:12])([Cl:11])[C:9](=[NH:10])[O:4][C:2]([CH3:5])([CH3:3])[CH3:1] |f:0.1|. Reported procedure: Potassium t-butoxide (1M in t-butanol), 69 mL (0.069 mole), was dissolved in diethyl ether, 69 mL. This solution was added dropwise, over 30 minutes, to a cold, 0° C., solution of trichloroacetonitrile, 100 g (0.69 mole), in diethyl ether, 69 mL. The mixture was allowed to warm to room temperature over one hour, and was then stirred for an additional hour with heating at reflux. The mixture was cooled to room temperature and evaporated under reduced pressure to yield an oil. The oil was dissolve...